From a dataset of the Open Reaction Database (ORD), a public repository of structured organic reaction records. describe an organic reaction: reactants, conditions, products, and yield The reactants are CCOC(C)=O, CCOC(=O)CCc1ccc(OCc2cccc(-c3c(C)cc(OCc4cccc(C)n4)cc3C)c2)cc1F, CCOC(C)=O, CO, Cl, Cl, [Na+], C1CCOC1, [OH-]. Product: Cc1cccc(COc2cc(C)c(-c3cccc(COc4ccc(CCC(=O)O)c(F)c4)c3)c(C)c2)n1, Cl. As a reaction SMILES: [C:43]([O:44][CH2:45][CH3:46])(=[O:47])[CH3:48].[CH3:1][c:2]1[c:3](-[c:18]2[cH:19][c:20]([CH2:24][O:25][c:26]3[cH:27][c:28]([F:39])[c:29]([CH2:32][CH2:33][C:34](=[O:35])[O:36][CH2:37][CH3:38])[cH:30][cH:31]3)[cH:21][cH:22][cH:23]2)[c:4]([CH3:17])[cH:5][c:6]([O:8][CH2:9][c:10]2[n:11][c:12]([CH3:16])[cH:13][cH:14][cH:15]2)[cH:7]1.[CH3:50][CH2:51][O:52][C:53](=[O:54])[CH3:55].[CH3:61][OH:62].[ClH:42].[ClH:49].[Na+:41].[O:56]1[CH2:57][CH2:58][CH2:59][CH2:60]1.[OH-:40]>>[CH3:1][c:2]1[c:3](-[c:18]2[cH:19][c:20]([CH2:24][O:25][c:26]3[cH:27][c:28]([F:39])[c:29]([CH2:32][CH2:33][C:34](=[O:35])[OH:36])[cH:30][cH:31]3)[cH:21][cH:22][cH:23]2)[c:4]([CH3:17])[cH:5][c:6]([O:8][CH2:9][c:10]2[n:11][c:12]([CH3:16])[cH:13][cH:14][cH:15]2)[cH:7]1.[ClH:42]. The product is CC(C)(C)OC(=O)N1CCC(C(=O)c2cc(Br)c3c(N)ncnn23)C1. Starting materials: CC1(C)C(=O)N(Br)C(=O)N1Br, CC(C)(C)OC(=O)N1CCC(C(=O)c2ccc3c(N)ncnn23)C1, C1CCOC1. Reaction SMILES: [Br:25][N:26]1[C:27]([CH3:28])([CH3:29])[C:30](=[O:31])[N:32]([Br:33])[C:34]1=[O:35].[C:1]([CH3:2])([CH3:3])([CH3:4])[O:5][C:6](=[O:7])[N:8]1[CH2:9][CH:10]([C:13](=[O:14])[c:15]2[cH:16][cH:17][c:18]3[c:19]([NH2:24])[n:20][cH:21][n:22][n:23]23)[CH2:11][CH2:12]1.[O:36]1[CH2:37][CH2:38][CH2:39][CH2:40]1>>[C:1]([CH3:2])([CH3:3])([CH3:4])[O:5][C:6](=[O:7])[N:8]1[CH2:9][CH:10]([C:13](=[O:14])[c:15]2[cH:16][c:17]([Br:25])[c:18]3[c:19]([NH2:24])[n:20][cH:21][n:22][n:23]23)[CH2:11][CH2:12]1. Reactants: BrC=1C=C(C(=O)OC)C=C(C1)OC(F)(F)F (methyl 3-bromo-5-(trifluoromethoxy)benzoate), C(#N)C=1C=C(C(=O)OC)C=C(C1)OC(C)C (methyl 3-cyano-5-isopropoxybenzoate). Yields the product C(#N)C=1C=C(C(=O)OC)C=C(C1)OC(F)(F)F (Methyl 3-cyano-5-(trifluoromethoxy)benzoate). Reaction SMILES: Br[C:2]1[CH:3]=[C:4]([CH:9]=[C:10]([O:12][C:13]([F:16])([F:15])[F:14])[CH:11]=1)[C:5]([O:7][CH3:8])=[O:6].[C:17](C1C=C(C=C(OC(C)C)C=1)C(OC)=O)#[N:18]>>[C:17]([C:2]1[CH:3]=[C:4]([CH:9]=[C:10]([O:12][C:13]([F:16])([F:15])[F:14])[CH:11]=1)[C:5]([O:7][CH3:8])=[O:6])#[N:18]. Reported procedure: Prepared from methyl 3-bromo-5-(trifluoromethoxy)benzoate according to the procedure for methyl 3-cyano-5-isopropoxybenzoate. LCMS-ESI (m/z) calculated for C10H6F3NO3: 245.2; no m/z observed, tR=4.43 min. 1H NMR (400 MHz, CDCl3) δ 8.27 (t, J=1.4 Hz, 1H), 8.16-8.07 (m, 1H), 7.73-7.65 (m, 1H), 3.99 (s, 3H). Starting materials: C(CCCCCCCCCCCCCCC)SCC(CBr)OC ((±)-1-hexadecylthio-2-methoxy-3-bromopropane), CN(C)C (trimethylamine). Solvent: CC#N (CH3CN). Product: [Br-].C(CCCCCCCCCCCCCCC)SCC(C[N+](C)(C)C)OC ((±)-3-hexadecylthio-2-methoxy-N,N,N-trimethyl-1-propyl ammonium bromide). The yield is 92.0%. Reaction SMILES: [CH2:1]([S:17][CH2:18][CH:19]([O:22][CH3:23])[CH2:20][Br:21])[CH2:2][CH2:3][CH2:4][CH2:5][CH2:6][CH2:7][CH2:8][CH2:9][CH2:10][CH2:11][CH2:12][CH2:13][CH2:14][CH2:15][CH3:16].[CH3:24][N:25]([CH3:27])[CH3:26]>CC#N>[Br-:21].[CH2:1]([S:17][CH2:18][CH:19]([O:22][CH3:23])[CH2:20][N+:25]([CH3:27])([CH3:26])[CH3:24])[CH2:2][CH2:3][CH2:4][CH2:5][CH2:6][CH2:7][CH2:8][CH2:9][CH2:10][CH2:11][CH2:12][CH2:13][CH2:14][CH2:15][CH3:16] |f:3.4|. Reported procedure: To a 100 milliliter heavy wall glass tube equipped with a magnetic stir bar, was added a solution of 2.0 grams (0.005 mole) of (±)-1-hexadecylthio-2-methoxy-3-bromopropane dissolved in 50 milliliters of CH3CN and the vessel was cooled to -10° Centigrade. An excess of condensed trimethylamine was added, the tube was sealed, and the vessel was heated to 60° Centigrade for 24 hours. The reaction mixture was then cooled to room temperature, resulting in a precipitate which was filtered. The precipit... Starting materials: Cl.N1CCC(CC1)NC(=O)C1=NNC=C1NC(C1=C(C=CC=C1Cl)Cl)=O (4-(2,6-dichloro-benzoylamino)-1H-pyrazole-3-carboxylic acid piperidin-4-ylamide hydrochloride salt), C([O-])(O)=O.[Na+] (sodium bicarbonate). Run in O (water). Conditions: time 1 hour. The product is N1CCC(CC1)NC(=O)C1=NNC=C1NC(C1=C(C=CC=C1Cl)Cl)=O (4-(2,6-dichloro-benzoylamino)-1H-pyrazole-3-carboxylic acid piperidin-4-ylamide). RXN SMILES: Cl.[NH:2]1[CH2:7][CH2:6][CH:5]([NH:8][C:9]([C:11]2[C:15]([NH:16][C:17](=[O:26])[C:18]3[C:23]([Cl:24])=[CH:22][CH:21]=[CH:20][C:19]=3[Cl:25])=[CH:14][NH:13][N:12]=2)=[O:10])[CH2:4][CH2:3]1.C(=O)(O)[O-].[Na+]>O>[NH:2]1[CH2:7][CH2:6][CH:5]([NH:8][C:9]([C:11]2[C:15]([NH:16][C:17](=[O:26])[C:18]3[C:23]([Cl:24])=[CH:22][CH:21]=[CH:20][C:19]=3[Cl:25])=[CH:14][NH:13][N:12]=2)=[O:10])[CH2:4][CH2:3]1 |f:0.1,2.3|. Reported procedure: To a solution of 4-(2,6-dichloro-benzoylamino)-1H-pyrazole-3-carboxylic acid piperidin-4-ylamide hydrochloride salt (20.6 g, 50 mmol) in water (500 ml) stirring at ambient temperature was added sodium bicarbonate (4.5 g, 53.5 mmol). The mixture was stirred for 1 hour and the solid formed collected by filtration and dried in vacuo azeotroping with toluene (×3) to give the corresponding free base of 4-(2,6-dichloro-benzoylamino)-1H-pyrazole-3-carboxylic acid piperidin-4-ylamide. Starting materials: ClC1=NC=NC2=CC(=C(C=C12)OC)OCCCN1CCCC1 (4-chloro-6-methoxy-7-(3-pyrrolidinopropoxy)quinazoline), OC1=CC=C2C=C(NC2=C1)C (6-hydroxy-2-methylindole). The product is COC=1C=C2C(=NC=NC2=CC1OCCCN1CCCC1)OC1=CC=C2C=C(NC2=C1)C (6-methoxy-4-(2-methylindol-6-yloxy)-7-(3-(pyrrolidin-1-yl)propoxy)quinazoline). The yield is 83.6%. Reaction SMILES: Cl[C:2]1[C:11]2[C:6](=[CH:7][C:8]([O:14][CH2:15][CH2:16][CH2:17][N:18]3[CH2:22][CH2:21][CH2:20][CH2:19]3)=[C:9]([O:12][CH3:13])[CH:10]=2)[N:5]=[CH:4][N:3]=1.[OH:23][C:24]1[CH:32]=[C:31]2[C:27]([CH:28]=[C:29]([CH3:33])[NH:30]2)=[CH:26][CH:25]=1>>[CH3:13][O:12][C:9]1[CH:10]=[C:11]2[C:6](=[CH:7][C:8]=1[O:14][CH2:15][CH2:16][CH2:17][N:18]1[CH2:22][CH2:21][CH2:20][CH2:19]1)[N:5]=[CH:4][N:3]=[C:2]2[O:23][C:24]1[CH:32]=[C:31]2[C:27]([CH:28]=[C:29]([CH3:33])[NH:30]2)=[CH:26][CH:25]=1. Procedure: Using an analogous procedure to that described for Example 121, 4-chloro-6-methoxy-7-(3-pyrrolidinopropoxy)quinazoline (150 mg, 0.47 mmol), (prepared as described for the starting material in Example 9), was reacted with 6-hydroxy-2-methylindole (83 mg, 0.56 mol), (Eur. J. Med. Chem. 1975, 10, 187), to give 6-methoxy-4-(2-methylindol-6-yloxy)-7-(3-(pyrrolidin-1-yl)propoxy)quinazoline (170 mg, 85%).